From a dataset of the Open Reaction Database (ORD), a public repository of structured organic reaction records. describe an organic reaction: reactants, conditions, products, and yield Starting materials: [H-].[Al+3].[Li+].[H-].[H-].[H-] (lithium aluminum hydride), S(O)(O)(=O)=O (sulfuric acid), C(C)(C)(C)OC(=O)N1C[C@@H]2N(C(C3=C(C=CC=C23)C(F)(F)F)=O)CC1 (N-(t-butoxycarbonyl)-(R)-1,3,4,10b-tetrahydro-7-trifluoromethyl-pyrazino[2,1-a]isoindol-6(2H)-one). The solvent is O1CCCC1 (tetrahydrofuran), O1CCCC1 (tetrahydrofuran). Run at time 1 hour. The product is C(C)(C)(C)OC(=O)N1C[C@@H]2N(CC3=C(C=CC=C23)C(F)(F)F)CC1 (N-(t-butoxycarbonyl)-(R)-1,3,4,10b-tetrahydro-7-trifluoromethyl-pyrazino[2,1-a]isoindole). Yield: 38.6%. RXN SMILES: [H-].[Al+3].[Li+].[H-].[H-].[H-].S(=O)(=O)(O)O.[C:12]([O:16][C:17]([N:19]1[CH2:36][CH2:35][N:22]2[C:23](=O)[C:24]3[C:29]([C@@H:21]2[CH2:20]1)=[CH:28][CH:27]=[CH:26][C:25]=3[C:30]([F:33])([F:32])[F:31])=[O:18])([CH3:15])([CH3:14])[CH3:13]>O1CCCC1>[C:12]([O:16][C:17]([N:19]1[CH2:36][CH2:35][N:22]2[CH2:23][C:24]3[C:29]([C@@H:21]2[CH2:20]1)=[CH:28][CH:27]=[CH:26][C:25]=3[C:30]([F:31])([F:32])[F:33])=[O:18])([CH3:15])([CH3:13])[CH3:14] |f:0.1.2.3.4.5|. Procedure details: To a stirring solution of lithium aluminum hydride (1.12 mL, 1.12 mmol; 1.0 M in THF) in dry tetrahydrofuran (1.2 mL) at 0° C. was added dropwise sulfuric acid (0.50 mL, 0.50 mmol; 1.0 M in THF). After 1 h, N-(t-butoxycarbonyl)-(R)-1,3,4,10b-tetrahydro-7-trifluoromethyl-pyrazino[2,1-a]isoindol-6(2H)-one (100 mg, 0.28 mmol) was added dropwise as a solution in tetrahydrofuran (1.2 mL). The reaction was slowly allowed to warm to room temperature over a period of 1 h and was then quenched by the add... Procedure details: Hydrochloride gas was bubbled, for 30 mins, through a cooled (0° C.) solution of 1-(cyclohexyl)methyl-7-methoxy-1H-indole-3-carbonitrile (prepared as described in Example 1; 3.15 g, 11.0 mmol) in methanol (200 ml). The resulting mixture was left to stand for 72 h before being concentrated, by two thirds, in vacuo. Crystallisation of the product was achieved on addition of diethyl ether, and the resultant solid was collected via filtration to give 1-(cyclohexyl)methyl-7-methoxy-1H-indole-3-carbox... Reactants: C1(CCCCC1)CN1C=C(C2=CC=CC(=C12)OC)C#N (1-(cyclohexyl)methyl-7-methoxy-1H-indole-3-carbonitrile), CO (methanol). As a reaction SMILES: [CH:1]1([CH2:7][N:8]2[C:16]3[C:11](=[CH:12][CH:13]=[CH:14][C:15]=3[O:17][CH3:18])[C:10]([C:19]#[N:20])=[CH:9]2)[CH2:6][CH2:5][CH2:4][CH2:3][CH2:2]1.[CH3:21][OH:22]>>[CH3:21][O:22][C:19]([C:10]1[C:11]2[C:16](=[C:15]([O:17][CH3:18])[CH:14]=[CH:13][CH:12]=2)[N:8]([CH2:7][CH:1]2[CH2:2][CH2:3][CH2:4][CH2:5][CH2:6]2)[CH:9]=1)=[NH:20]. Yields the product COC(=N)C1=CN(C2=C(C=CC=C12)OC)CC1CCCCC1 (1-(cyclohexyl)methyl-7-methoxy-1H-indole-3-carboximidic acid methyl ester), hydrochloride salt. Reaction conditions: time 72 hour. Starting materials: C(CCC)=C1C(N(C(S1)=O)CCSC1=CC=CC=2N1C=CN2)=O (5-butylidene-3-[2-(imidazo[1,2-a]pyridin-5-ylthio)ethyl]thiazolidine-2,4-dione), Cl (hydrochloric acid). Run in CO (methanol). The product is Cl.C(CCC)=C1C(N(C(S1)=O)CCSC1=CC=CC=2N1C=CN2)=O (5-butylidene-3-[2-(imidazo[1,2-a]pyridin-5-ylthio)ethyl]thiazolidine-2,4-dione hydrochloride). Reaction SMILES: [CH:1](=[C:5]1[S:9][C:8](=[O:10])[N:7]([CH2:11][CH2:12][S:13][C:14]2[N:19]3[CH:20]=[CH:21][N:22]=[C:18]3[CH:17]=[CH:16][CH:15]=2)[C:6]1=[O:23])[CH2:2][CH2:3][CH3:4].[ClH:24]>CO>[ClH:24].[CH:1](=[C:5]1[S:9][C:8](=[O:10])[N:7]([CH2:11][CH2:12][S:13][C:14]2[N:19]3[CH:20]=[CH:21][N:22]=[C:18]3[CH:17]=[CH:16][CH:15]=2)[C:6]1=[O:23])[CH2:2][CH2:3][CH3:4] |f:3.4|. Procedure details: To a solution of 0.723 g (2.1 mmol) of 5-butylidene-3-[2-(imidazo[1,2-a]pyridin-5-ylthio)ethyl]thiazolidine-2,4-dione in 20 ml of methanol, 0.25 ml of concentrated hydrochloric acid was added. After the solvent was distilled off, the residue was washed with diethyl ether to yield 0.755 g (94.2%, light yellow solid) of the desired product. Reactants: CNCCNC (N,N′-dimethylethylendiamine), [OH-].[K+] (KOH), C1(CCCCC1)C=1C=2C=CC(=CC2N2CC(N(C3=C(C21)C=CC=C3)C)C=O)C(=O)OC (Methyl 13-cyclohexyl-6-formyl-5-methyl-6,7-dihydro-5H-indolo[1,2-d][1,4]benzodiazepine-10-carboxylate), CO (MeOH), [BH3-]C#N.[Na+] (NaCNBH3). Solvent: CC(=O)O (HOAc), CCOC(=O)C (EtOAc). Conditions: temperature 60 celsius, time 5 minute. The product is C(C)(C)(C)OC(=O)N(CCN(C)CC1N(C2=C(C=3N(C1)C=1C=C(C=CC1C3C3CCCCC3)C(=O)O)C=CC=C2)C)C (6-{[{2-[(tert-butoxycarbonyl)(methyl)amino]ethyl}(methyl)amino]methyl}-13-cyclohexyl-5-methyl-6,7-dihydro-5H-indolo[1,2-d][1,4]benzodiazepine-10-carboxylic acid). RXN SMILES: [CH:1]1([C:7]2[C:8]3[CH:9]=[CH:10][C:11]([C:28]([O:30]C)=[O:29])=[CH:12][C:13]=3[N:14]3[C:20]=2[C:19]2[CH:21]=[CH:22][CH:23]=[CH:24][C:18]=2[N:17]([CH3:25])[CH:16]([CH:26]=O)[CH2:15]3)[CH2:6][CH2:5][CH2:4][CH2:3][CH2:2]1.[CH3:32][NH:33][CH2:34][CH2:35][NH:36][CH3:37].[BH3-]C#N.[Na+].[OH-:42].[K+].[CH3:44][OH:45]>CCOC(C)=O.CC(O)=O>[C:1]([O:42][C:44]([N:33]([CH3:32])[CH2:34][CH2:35][N:36]([CH2:26][CH:16]1[CH2:15][N:14]2[C:13]3[CH:12]=[C:11]([C:28]([OH:30])=[O:29])[CH:10]=[CH:9][C:8]=3[C:7]([CH:1]3[CH2:2][CH2:3][CH2:4][CH2:5][CH2:6]3)=[C:20]2[C:19]2[CH:21]=[CH:22][CH:23]=[CH:24][C:18]=2[N:17]1[CH3:25])[CH3:37])=[O:45])([CH3:7])([CH3:6])[CH3:2] |f:2.3,4.5|. Procedure: Methyl 13-cyclohexyl-6-formyl-5-methyl-6,7-dihydro-5H-indolo[1,2-d][1,4]benzodiazepine-10-carboxylate was dissolved in MeOH (0.09M) and HOAc was added. N,N′-dimethylethylendiamine (4 eq) was added and the mixture was stirred for 5 min. NaCNBH3 (1.5 eq) was added and the mixture was stirred overnight. All volatiles were then evaporated in vacuo and the residual material was dissolved in EtOAc. The solution was extracted with sat. aq. NH4Cl, sat. aq. NaHCO3 and brine. After drying over Na2SO4 all ... Starting materials: CC1=CC=C(C=C1)C(=O)C (4-methylacetophenone), Br (HBr), O (water), BrBr (bromine). The solvent is C(C)(=O)O (acetic acid), C(C)(=O)O (acetic acid). Conditions: temperature 30 celsius, time 5 hour. The product is BrCC(=O)C1=CC=C(C=C1)C (2-Bromo-1-(4-methylphenyl)-1-ethanone). Yield: 65.0%. RXN SMILES: [CH3:1][C:2]1[CH:7]=[CH:6][C:5]([C:8]([CH3:10])=[O:9])=[CH:4][CH:3]=1.[BrH:11].BrBr.O>C(O)(=O)C>[Br:11][CH2:10][C:8]([C:5]1[CH:6]=[CH:7][C:2]([CH3:1])=[CH:3][CH:4]=1)=[O:9]. Procedure: To a stirring solution of 20 g (150 mmol) of 4-methylacetophenone in 100 mL of glacial acetic acid was added catalytic amount of HBr (0.5 mL) followed by 21.40 g (134 mmol) of bromine dissolved in acetic acid (30 mL) dropwise at 10-15° C. The reaction mixture was stirred at 25-35° C. for 5 hrs, then poured into water (100 mL). The solid that separated was filtered to give the required product (20 g, 65%).